This data is from the Open Reaction Database (ORD), a public repository of structured organic reaction records. The task is: describe an organic reaction: reactants, conditions, products, and yield Starting materials: COC=1C=C(C=O)C=CC1 (3-methoxybenzaldehyde), BrC1=CC(=CC=C1)OC (1-bromo-3-methoxybenzene), C(CCC)[Li] (n-butyl lithium), COC=1C=C(C=C(C1)OC)C(=CC#N)C1=CC(=CC=C1)OC (3-(3,5-dimethoxy-phenyl)-3-(3-methoxy-phenyl)-acrylonitrile). The product is COC=1C=C(C=CC1)C(O)C1=CC(=CC=C1)OC (bis-(3-methoxy-phenyl)-methanol). Yield: 100.8%. Reaction SMILES: [CH3:1][O:2][C:3]1[CH:4]=[C:5]([CH:8]=[CH:9][CH:10]=1)[CH:6]=[O:7].Br[C:12]1[CH:17]=[CH:16][CH:15]=[C:14]([O:18][CH3:19])[CH:13]=1.C([Li])CCC.COC1C=C(C(C2C=CC=C(OC)C=2)=CC#N)C=C(OC)C=1>>[CH3:1][O:2][C:3]1[CH:4]=[C:5]([CH:6]([C:12]2[CH:17]=[CH:16][CH:15]=[C:14]([O:18][CH3:19])[CH:13]=2)[OH:7])[CH:8]=[CH:9][CH:10]=1. Reported procedure: 3-methoxybenzaldehyde (2.20 ml, 18.08 mmol), 1-bromo-3-methoxybenzene (2.52 ml, 19.89 mmol), and n-butyl lithium (7.96 ml, 19.89 mmol) were treated in the same manner as described above for the synthesis of 3-(3,5-dimethoxy-phenyl)-3-(3-methoxy-phenyl)-acrylonitrile. The crude was purified via flash column chromatography (10% EtOAc in hexane gradient to 25% EtOAc in hexane in about 40 min.) to give bis-(3-methoxy-phenyl)-methanol as a light yellow oil (4.45 g, 100%): 1HNMR (CDCl3) 7.28-7.21 (m, ...